This data is from the Open Reaction Database (ORD), a public repository of structured organic reaction records. The task is: describe an organic reaction: reactants, conditions, products, and yield Reactants: B(Br)(Br)Br.C(Cl)Cl (BBr3 methylene chloride), C(CCCCC)N1C(=C(C2=CC(=CC=C12)OC)CC(=O)N)C (1-hexyl-5-methoxy-2-methyl-1H-indole-3-acetamide). Run in C(Cl)Cl (methylene chloride), C(C)(=O)OCC (ethyl acetate). Conditions: time 16 hour. The product is C(CCCCC)N1C(=C(C2=CC(=CC=C12)O)CC(=O)N)C (1-hexyl-5-hydroxy-2-methyl-1H-indole-3-acetamide). Yield: 101.0%. Reaction SMILES: B(Br)(Br)Br.C(Cl)Cl.[CH2:8]([N:14]1[C:22]2[C:17](=[CH:18][C:19]([O:23]C)=[CH:20][CH:21]=2)[C:16]([CH2:25][C:26]([NH2:28])=[O:27])=[C:15]1[CH3:29])[CH2:9][CH2:10][CH2:11][CH2:12][CH3:13]>C(Cl)Cl.C(OCC)(=O)C>[CH2:8]([N:14]1[C:22]2[C:17](=[CH:18][C:19]([OH:23])=[CH:20][CH:21]=2)[C:16]([CH2:25][C:26]([NH2:28])=[O:27])=[C:15]1[CH3:29])[CH2:9][CH2:10][CH2:11][CH2:12][CH3:13] |f:0.1|. Procedure details: A mixture of 1 mL of 1M BBr3/methylene chloride and 0.24 g (0.79 mmol) of 1-hexyl-5-methoxy-2-methyl-1H-indole-3-acetamide in 20 mL of methylene chloride as stirred for 16 hours, diluted with ethyl acetate and washed twice with water. The solution was dried (Na2SO4) and the solvent removed at reduced pressure to give 0.23 g of crude 1-hexyl-5-hydroxy-2-methyl-1H-indole-3-acetamide. Starting materials: [H-].[Al+3].[Li+].[H-].[H-].[H-] (lithium aluminum hydride), C1(=CC=CC=C1)C1C(NCCN1)=O (3-phenyl-2-piperazinone), ice, 25. Solvent: CCOCC (ether). Run at temperature 0 celsius. Product: C1(=CC=CC=C1)C1NCCNC1 (2-phenylpiperazine). The yield is 83.4%. As a reaction SMILES: [H-].[Al+3].[Li+].[H-].[H-].[H-].[C:7]1([CH:13]2[NH:18][CH2:17][CH2:16][NH:15][C:14]2=O)[CH:12]=[CH:11][CH:10]=[CH:9][CH:8]=1>CCOCC>[C:7]1([CH:13]2[CH2:14][NH:15][CH2:16][CH2:17][NH:18]2)[CH:8]=[CH:9][CH:10]=[CH:11][CH:12]=1 |f:0.1.2.3.4.5|. Procedure details: To an ice-cooled stirred suspension of 25. g (0.66 mol) of lithium aluminum hydride in 2.6 liters of anhydrous ether was added in portions over 0.5 hour 30 g (0.17 mol) of 3-phenyl-2-piperazinone. The resulting mixture was heated at reflux for 20 hours and then cooled to 0° C. Isolation of the product by standard methods gave 23 g (83%) of 2-phenylpiperazine as an off-white solid (mp. 83°-85° C.). Reactants: O=C([O-])[O-], CC(C)(C)[Si](C)(C)OCCCBr, CCOC(=O)c1cc(C)[nH]n1, [K+], [K+], CN(C)C=O. Yields the product CCOC(=O)c1cc(C)n(OCCCO[Si](C)(C)C(C)(C)C)n1. As a reaction SMILES: [C:12]([O-:13])(=[O:14])[O-:15].[C:18]([CH3:19])([CH3:20])([CH3:21])[Si:22]([O:23][CH2:24][CH2:25][CH2:26][Br:27])([CH3:28])[CH3:29].[CH2:1]([CH3:2])[O:3][C:4](=[O:5])[c:6]1[n:7][nH:8][c:9]([CH3:11])[cH:10]1.[K+:16].[K+:17].[O:30]=[CH:31][N:32]([CH3:33])[CH3:34]>>[CH2:1]([CH3:2])[O:3][C:4](=[O:5])[c:6]1[n:7][n:8]([O:13][CH2:26][CH2:25][CH2:24][O:23][Si:22]([C:18]([CH3:19])([CH3:20])[CH3:21])([CH3:28])[CH3:29])[c:9]([CH3:11])[cH:10]1.